This data is from the Open Reaction Database (ORD), a public repository of structured organic reaction records. The task is: describe an organic reaction: reactants, conditions, products, and yield Starting materials: CCCCP(CCCC)CCCC, OCC1CC1c1cncc(OCc2ccccc2)c1, Cc1ccccc1, O=C(N=NC(=O)N1CCCCC1)N1CCCCC1, Oc1ccccc1. Yields the product c1ccc(Oc2ccccc2)cc1. As a reaction SMILES: [CH2:19]([P:20]([CH2:21][CH2:22][CH2:23][CH3:24])[CH2:25][CH2:26][CH2:27][CH3:28])[CH2:29][CH2:30][CH3:31].[CH2:32]([c:33]1[cH:34][cH:35][cH:36][cH:37][cH:38]1)[O:39][c:40]1[cH:41][c:42]([CH:43]2[CH2:44][CH:45]2[CH2:46][OH:47])[cH:48][n:49][cH:50]1.[CH3:58][c:59]1[cH:60][cH:61][cH:62][cH:63][cH:64]1.[N:1]([C:2]([N:3]1[CH2:4][CH2:5][CH2:6][CH2:7][CH2:8]1)=[O:9])=[N:10][C:11]([N:12]1[CH2:13][CH2:14][CH2:15][CH2:16][CH2:17]1)=[O:18].[OH:51][c:52]1[cH:53][cH:54][cH:55][cH:56][cH:57]1>>[c:33]1([O:51][c:52]2[cH:53][cH:54][cH:55][cH:56][cH:57]2)[cH:34][cH:35][cH:36][cH:37][cH:38]1. Starting materials: C(C)(C)(C)OC(N(CCS(=O)(=O)C)C=1C=2N(C=CN1)C(=CN2)Br)=O ((3-bromo-imidazo[1,2-a]pyrazin-8-yl)-(2-methanesulfonyl-ethyl)-carbamic acid tert-butyl ester), CSC1=NC=CC(=N1)[Sn](CCCC)(CCCC)CCCC (2-methylsulfanyl-4-tributylstannanyl-pyrimidine), N[C@@H]1CC[C@H](CC1)O (trans-4-amino-cyclohexanol). Yields the product CS(=O)(=O)CCNC=1C=2N(C=CN1)C(=CN2)C2=NC(=NC=C2)NC2CCC(CC2)O (4-{4-[8-(2-Methanesulfonyl-ethylamino)-imidazo[1,2-a]pyrazin-3-yl]-pyrimidin-2-ylamino}-cyclohexanol). Reaction SMILES: C(OC(=O)[N:7]([C:14]1[C:15]2[N:16]([C:20](Br)=[CH:21][N:22]=2)[CH:17]=[CH:18][N:19]=1)[CH2:8][CH2:9][S:10]([CH3:13])(=[O:12])=[O:11])(C)(C)C.CS[C:27]1[N:32]=[C:31]([Sn](CCCC)(CCCC)CCCC)[CH:30]=[CH:29][N:28]=1.[NH2:46][C@H:47]1[CH2:52][CH2:51][C@H:50]([OH:53])[CH2:49][CH2:48]1>>[CH3:13][S:10]([CH2:9][CH2:8][NH:7][C:14]1[C:15]2[N:16]([C:20]([C:31]3[CH:30]=[CH:29][N:28]=[C:27]([NH:46][CH:47]4[CH2:52][CH2:51][CH:50]([OH:53])[CH2:49][CH2:48]4)[N:32]=3)=[CH:21][N:22]=2)[CH:17]=[CH:18][N:19]=1)(=[O:11])=[O:12]. Reported procedure: 4-{4-[8-(2-Methanesulfonyl-ethylamino)-imidazo[1,2-a]pyrazin-3-yl]-pyrimidin-2-ylamino}-cyclohexanol was prepared by a process analogous to that described in Example 12 starting from (3-bromo-imidazo[1,2-a]pyrazin-8-yl)-(2-methanesulfonyl-ethyl)-carbamic acid tert-butyl ester (from Example 5 supra), 2-methylsulfanyl-4-tributylstannanyl-pyrimidine, and trans-4-amino-cyclohexanol. LC-MS: [M+H]+ 432.1.